The task is: describe an organic reaction: reactants, conditions, products, and yield. This data is from the Open Reaction Database (ORD), a public repository of structured organic reaction records. The reactants are Cl (hydrochloric acid), [H-].[H-].[H-].[H-].[Li+].[Al+3] (LiAlH4), ClC1=CC=C(C=C1)\C=C(/C(C(C)(C)C)=O)\N1N=CN=C1 ((E)-1-(4-chlorphenyl)-2-(1,2,4-triazol-1-yl)-4,4-dimethyl-1-penten-3-one), (+)-2-N-benzyl-N-methylamino-1-phenylethanol, C(C)NC1=CC=CC=C1 (N-ethylaniline). Solvent: C(C)OCC (ethyl ether), C(Cl)(Cl)Cl (CHCl3), CCOCC (ether), CCOCC (ether), CCOCC (ether). Conditions: time 3 hour. Yields the product ClC1=CC=C(C=C1)\C=C(/C(C(C)(C)C)O)\N1N=CN=C1 ((-)-(E)-1-(4-chlorophenyl)-2-(1,2,4-triazol-1-yl)-4,4-dimethyl-1-penten-3-ol). Isolated yield 29.6%. Reaction SMILES: [H-].[H-].[H-].[H-].[Li+].[Al+3].C(NC1C=CC=CC=1)C.[Cl:16][C:17]1[CH:22]=[CH:21][C:20](/[CH:23]=[C:24](/[N:31]2[CH:35]=[N:34][CH:33]=[N:32]2)\[C:25](=[O:30])[C:26]([CH3:29])([CH3:28])[CH3:27])=[CH:19][CH:18]=1.Cl>C(OCC)C.C(Cl)(Cl)Cl>[Cl:16][C:17]1[CH:22]=[CH:21][C:20](/[CH:23]=[C:24](/[N:31]2[CH:35]=[N:34][CH:33]=[N:32]2)\[CH:25]([OH:30])[C:26]([CH3:29])([CH3:28])[CH3:27])=[CH:19][CH:18]=1 |f:0.1.2.3.4.5|. Reported procedure: To a solution of 1.08 g (0.0284 mole) of LiAlH4 in 85 cc of ethyl ether, while being cooled in ice, was added dropwise 22 cc of an ether solution containing 6.86 g (0.0284 mole) of (+)-2-N-benzyl-N-methylamino-1-phenylethanol followed by 40 cc of an ether solution containing 6.90 g (0.0564 mole) of N-ethylaniline. After having been stirred at room temperature for 3 hours, the mixture was cooled to -78° C. To the mixture was added dropwise 55 cc of an ether solution containing 2.75 g (0.0095 mole...